The task is: describe an organic reaction: reactants, conditions, products, and yield. This data is from the Open Reaction Database (ORD), a public repository of structured organic reaction records. Reactants: [N+](=O)([O-])C1=C(C(C#N)=CC=C1)C#N (3-nitrophthalonitrile), FC(CO)(C(F)(F)F)F (2,2,3,3,3-pentafluoropropanol), C([O-])([O-])=O.[K+].[K+] (potassium carbonate), CS(=O)C (dimethyl sulfoxide). Run in O (water). Run at temperature 50 celsius. Product: FC(COC1=C(C(C#N)=CC=C1)C#N)(C(F)(F)F)F (3-(2,2,3,3,3-pentafluoropropoxy)phthalonitrile). The yield is 95.1%. As a reaction SMILES: [N+]([C:4]1[CH:11]=[CH:10][CH:9]=[C:6]([C:7]#[N:8])[C:5]=1[C:12]#[N:13])([O-])=O.[F:14][C:15]([F:22])([C:18]([F:21])([F:20])[F:19])[CH2:16][OH:17].C(=O)([O-])[O-].[K+].[K+].CS(C)=O>O>[F:14][C:15]([F:22])([C:18]([F:21])([F:20])[F:19])[CH2:16][O:17][C:4]1[CH:11]=[CH:10][CH:9]=[C:6]([C:7]#[N:8])[C:5]=1[C:12]#[N:13] |f:2.3.4|. Reported procedure: A reaction flask was loaded with 8.7 g of 3-nitrophthalonitrile, 9.0 g of 2,2,3,3,3-pentafluoropropanol, 13.8 g of anhydrous potassium carbonate, and 350 ml of dimethyl sulfoxide, and the temperature was raised to 50° C. with stirring under nitrogen flow. After stirring at 50° C. for 4 hours, the heating was stopped. The reaction liquid was cooled and added into 500 ml of water, and the precipitated crystal was collected and dried to yield 13.2 g of the intended compound. Reactants: C(C)C=1C=CC=C2C=CC(=C(C12)OCOC)OC (8-ethyl-2-methoxy-1-methoxymethoxynaphthalene), CC(=O)C (acetone). The solvent is Cl (hydrochloric acid). Conditions: time 5 hour. The product is C(C)C1=C2C(=C(C=C(C2=CC=C1)C=O)OC)O (5-ethyl-4-hydroxy-3-methoxy-1-naphthalenecarbaldehyde). Reaction SMILES: [CH2:1]([C:3]1[CH:4]=[CH:5][CH:6]=[C:7]2[C:12]=1[C:11]([O:13]COC)=[C:10]([O:17][CH3:18])[CH:9]=[CH:8]2)[CH3:2].C[C:20](C)=[O:21]>Cl>[CH2:1]([C:3]1[CH:4]=[CH:5][CH:6]=[C:7]2[C:12]=1[C:11]([OH:13])=[C:10]([O:17][CH3:18])[CH:9]=[C:8]2[CH:20]=[O:21])[CH3:2]. Procedure: 200 g of 8-ethyl-2-methoxy-1-methoxymethoxynaphthalene was dissolved in 1 liter of acetone, to which dilute hydrochloric acid (concentrated hydrochloric acid 81 ml/water 200 ml) was added under ice-cooling conditions, after which the ice bath was removed, followed by agitation at room temperature for 5 hours. The reaction solution was poured into iced water and extracted with ethyl acetate. The resultant organic phase was washed with a saturated saline solution and dried with anhydrous magnesium... The reactants are C(C)(C)(C)OC(C)=O (acetic acid tert-butyl ester), C(C)(C)(C)OC(COC1=CC(=CC=C1)C=O)=O ((3-formyl-phenoxy)-acetic acid tert-butyl ester), NO.Cl (NH2OH.HCl), N1=CC=CC=C1 (pyridine). Run in CO (MeOH). Run at time 2 hour. Yields the product C(C)(C)(C)OC(COC1=CC(=CC=C1)CN)=O ((3-Aminomethyl-phenoxy)-acetic acid tert-butyl ester). Reaction SMILES: C(OC(=O)C)(C)(C)C.[C:9]([O:13][C:14](=[O:25])[CH2:15][O:16][C:17]1[CH:22]=[CH:21][CH:20]=[C:19]([CH:23]=O)[CH:18]=1)([CH3:12])([CH3:11])[CH3:10].NO.Cl.[N:29]1C=CC=CC=1>CO>[C:9]([O:13][C:14](=[O:25])[CH2:15][O:16][C:17]1[CH:22]=[CH:21][CH:20]=[C:19]([CH2:23][NH2:29])[CH:18]=1)([CH3:12])([CH3:11])[CH3:10] |f:2.3|. Procedure details: (3-Hydroxyimino-methyl)-phenoxy)-acetic acid tert-butyl ester. To a solution of (3-formyl-phenoxy)-acetic acid tert-butyl ester prepared of Preparation 20, Step A (2.05 g, 8.68 mmol) in MeOH (30 mL) was added NH2OH.HCl (0.66 g, 9.54 mmol) and pyridine (3.5 mL, 43.4 mmol) and the reaction was stirred for 2 hours. The MeOH was removed in vacuo and the residue was diluted with EtOAc and 1N HCl. The layers were separated and the aqueous solution was washed with EtOAc. The combined organic layers wer... The reactants are [H][H] (hydrogen), C(C1=CC=CC=C1)OC1=C(C=C(C=C1)N1N=CC(=C1)C(F)(F)F)C (1-(4-(benzyloxy)-3-methylphenyl)-4-(trifluoromethyl)-1H-pyrazole), C(C)O (ethanol). The reagents and catalysts are [OH-].[OH-].[Pd+2] (palladium hydroxide on activated carbon). The solvent is C1CCOC1 (THF). The product is CC1=C(C=CC(=C1)N1N=CC(=C1)C(F)(F)F)O (2-methy-4-(4-(trifluoromethyl)-1H-pyrazol-1-yl)phenol). The yield is 86.7%. RXN SMILES: C([O:8][C:9]1[CH:14]=[CH:13][C:12]([N:15]2[CH:19]=[C:18]([C:20]([F:23])([F:22])[F:21])[CH:17]=[N:16]2)=[CH:11][C:10]=1[CH3:24])C1C=CC=CC=1.C(O)C.[H][H]>[OH-].[OH-].[Pd+2].C1COCC1>[CH3:24][C:10]1[CH:11]=[C:12]([N:15]2[CH:19]=[C:18]([C:20]([F:23])([F:22])[F:21])[CH:17]=[N:16]2)[CH:13]=[CH:14][C:9]=1[OH:8] |f:3.4.5|. Procedure details: A mixture of 1-(4-(benzyloxy)-3-methylphenyl)-4-(trifluoromethyl)-1H-pyrazole (670 mg, 2.0 mmol), 20% palladium hydroxide on activated carbon (50 mg), ethanol (20 ml), and THF (20 ml) was shaken under 40 psi of hydrogen gas at the ambient temperature for 3 days and at +50° for 1 day, to drive reaction to completion. The reaction was filtered through a pad of Celite and the mother liquor was concentrated to obtain the target product as a colorless solid (420 mg, 86%). MS (M+1): 243.0. Starting materials: BrC=1C=NC=C(C=O)C1 (5-bromonicotinaldehyde), Cl.CNC (dimethylamine-HCl), TEA, [BH-](OC(=O)C)(OC(=O)C)OC(=O)C.[Na+] (NaBH(OAc)3). Solvent: ClCCCl (DCE), C(Cl)Cl (DCM), C(=O)(O)[O-].[Na+] (NaHCO3). Reaction conditions: time 1 hour. Yields the product BrC=1C=C(C=NC1)CN(C)C (1-(5-bromopyridin-3-yl)-N,N-dimethylmethanamine). The yield is 92.6%. RXN SMILES: [Br:1][C:2]1[CH:3]=[N:4][CH:5]=[C:6]([CH:9]=1)[CH:7]=O.Cl.[CH3:11][NH:12][CH3:13].[BH-](OC(C)=O)(OC(C)=O)OC(C)=O.[Na+]>ClCCCl.C(Cl)Cl.C([O-])(O)=O.[Na+]>[Br:1][C:2]1[CH:9]=[C:6]([CH2:7][N:12]([CH3:13])[CH3:11])[CH:5]=[N:4][CH:3]=1 |f:1.2,3.4,7.8|. Procedure: To a solution of 5-bromonicotinaldehyde (XLV) (5.0 g, 26.9 mmol) in DCE (108 mL) was added dimethylamine-HCl (4.39 g, 53.8 mmol) and TEA (7.5 g, 53.8 mmol). The reaction was stirred at room temperature for 1 h. NaBH(OAc)3 was added and the reaction was stirred overnight at room temperature. The reaction was diluted with DCM and sat. aq. NaHCO3. The organic layer was separated, washed with water, brine, dried and concentrated under vacuum to produce 1-(5-bromopyridin-3-yl)-N,N-dimethylmethanamine... As a reaction SMILES: F[C:2]1[CH:3]=[C:4]([CH:7]=[C:8]([C:10]([F:13])([F:12])[F:11])[CH:9]=1)[C:5]#[N:6].[CH3:14][S-:15].[Na+].C[OH:18].ClCCl>CC(C)=O.O>[CH3:14][S:15][C:2]1[CH:3]=[C:4]([CH:7]=[C:8]([C:10]([F:13])([F:12])[F:11])[CH:9]=1)[C:5]([NH2:6])=[O:18] |f:1.2,3.4|. Product: CSC=1C=C(C(=O)N)C=C(C1)C(F)(F)F (3-(methylthio)-5-(trifluoromethyl)benzamide). Reactants: C[S-].[Na+] (Sodiumthiomethoxide), FC=1C=C(C#N)C=C(C1)C(F)(F)F (3-fluoro-5-(trifluoromethyl)benzonitrile), CO.ClCCl (MeOH dichloromethane), aqueous solution. Reported procedure: In a 500-mL, 3-neck round-bottomed flask equipped with an 100-mL pressure-equalizing addition funnel fitted with an nitrogen inlet, and a rubber septum, 3-fluoro-5-(trifluoromethyl)benzonitrile (8.0 g, 1.0 eq.), in acetone (40 mL). Sodiumthiomethoxide (3.42 g, 1.15 eq) was dissolved in water to make 21% aqueous solution and was added dropwise in 30 min at 5° C. temperature. The temperature of the reaction was slowly raised to RT and stirred for 3 h. Then temperature was raised to 50-60° C. and m... Conditions: time 3 hour. Solvent: O (water), CC(=O)C (acetone). Product: CNC(=O)C1CN(c2cc(F)c(N3C=CC(=O)CC3)c(F)c2)C(=O)O1. Starting materials: CCCCOC(=O)C1CN(c2cc(F)c(N3C=CC(=O)CC3)c(F)c2)C(=O)O1, CN, CO. As a reaction SMILES: [CH2:1]([CH2:3][CH2:4][CH3:7])[O:5][C:6](=[O:2])[CH:8]1[CH2:9][N:10]([c:14]2[cH:15][c:16]([F:28])[c:17]([N:21]3[CH2:22][CH2:23][C:24](=[O:27])[CH:25]=[CH:26]3)[c:18]([F:20])[cH:19]2)[C:11](=[O:13])[O:12]1.[CH3:29][NH2:30].[CH3:31][OH:32]>>[O:5]=[C:6]([CH:8]1[CH2:9][N:10]([c:14]2[cH:15][c:16]([F:28])[c:17]([N:21]3[CH2:22][CH2:23][C:24](=[O:27])[CH:25]=[CH:26]3)[c:18]([F:20])[cH:19]2)[C:11](=[O:13])[O:12]1)[NH:30][CH3:29].